Dataset: the Open Reaction Database (ORD), a public repository of structured organic reaction records. Task: describe an organic reaction: reactants, conditions, products, and yield Reactants: ClC1=CC=C(C=C1)S(=O)(=O)C(C#N)=C(SC)NC1=CC(=CC(=C1)Cl)Cl (2-(4-Chloro-phenylsulfonyl)-3-(3,5-dichlorophenylamino)-3-methylsulfanyl-2-propenenitrile), C1(CCC1)N (cyclobutylamine). Run in C(C)#N (acetonitrile). The product is ClC1=CC=C(C=C1)S(=O)(=O)C(C#N)=C(NC1=CC(=CC(=C1)Cl)Cl)NC1CCC1 (2-(4-Chlorophenylsulfonyl)-3-cyclobutylamino-3-(3,5-dichlorophenylamino)-2-propenenitrile). Isolated yield 49.0%. As a reaction SMILES: [Cl:1][C:2]1[CH:7]=[CH:6][C:5]([S:8]([C:11](=[C:14]([NH:17][C:18]2[CH:23]=[C:22]([Cl:24])[CH:21]=[C:20]([Cl:25])[CH:19]=2)SC)[C:12]#[N:13])(=[O:10])=[O:9])=[CH:4][CH:3]=1.[CH:26]1([NH2:30])[CH2:29][CH2:28][CH2:27]1>C(#N)C>[Cl:1][C:2]1[CH:7]=[CH:6][C:5]([S:8]([C:11](=[C:14]([NH:30][CH:26]2[CH2:29][CH2:28][CH2:27]2)[NH:17][C:18]2[CH:23]=[C:22]([Cl:24])[CH:21]=[C:20]([Cl:25])[CH:19]=2)[C:12]#[N:13])(=[O:10])=[O:9])=[CH:4][CH:3]=1. Reported procedure: 2-(4-Chloro-phenylsulfonyl)-3-(3,5-dichlorophenylamino)-3-methylsulfanyl-2-propenenitrile (0.90 g, 2.1 mmol), cyclobutylamine (0.50 ml, 6.3 mmol) and acetonitrile (2 ml) were stirred for 40 h at 100° C. under nitrogen in a sealed flask. Work-up as described in EXAMPLE 17, 2) gave 0.47 g (49%) of the title compound. 179.5-181.5° C. (EtOAc) 1H NMR (200 MHz, CDCl3): δ=1.65 (m, 2H), 1.95 (m, 2H), 2.1 (m, 2H), 3.65 (sextet, 1H), 6.88 (d, 2H), 7.18 (t, 1H), 7.47 (d, 2H), 7.78 (d, 2H); EI SP/MS: 459 (M... Reactants: FC1=C(C(=CC(=C1)OC)F)C(C(=O)O)OC ((RS)-(2,6-Difluoro-4-methoxy-phenyl)-methoxy-acetic acid), NCC1=C(C=C(C#N)C=C1)OCC(F)(F)F (4-aminomethyl-3-(2,2,2-trifluoro-ethoxy)-benzonitrile). Product: C(#N)C1=CC(=C(CNC(C(OC)C2=C(C=C(C=C2F)OC)F)=O)C=C1)OCC(F)(F)F ((RS)-N-[4-cyano-2-(2,2,2-trifluoro-ethoxy)-benzyl]-2-(2,6-difluoro-4-methoxy-phenyl)-2-methoxy-acetamide). RXN SMILES: [F:1][C:2]1[CH:7]=[C:6]([O:8][CH3:9])[CH:5]=[C:4]([F:10])[C:3]=1[CH:11]([O:15][CH3:16])[C:12]([OH:14])=O.[NH2:17][CH2:18][C:19]1[CH:26]=[CH:25][C:22]([C:23]#[N:24])=[CH:21][C:20]=1[O:27][CH2:28][C:29]([F:32])([F:31])[F:30]>>[C:23]([C:22]1[CH:25]=[CH:26][C:19]([CH2:18][NH:17][C:12](=[O:14])[CH:11]([C:3]2[C:4]([F:10])=[CH:5][C:6]([O:8][CH3:9])=[CH:7][C:2]=2[F:1])[O:15][CH3:16])=[C:20]([O:27][CH2:28][C:29]([F:30])([F:32])[F:31])[CH:21]=1)#[N:24]. Procedure: (RS)-(2,6-Difluoro-4-methoxy-phenyl)-methoxy-acetic acid (example 66.1) was coupled with 4-aminomethyl-3-(2,2,2-trifluoro-ethoxy)-benzonitrile according to general procedure B to give (RS)-N-[4-cyano-2-(2,2,2-trifluoro-ethoxy)-benzyl]-2-(2,6-difluoro-4-methoxy-phenyl)-2-methoxy-acetamide. Colorless solid. MS 445.0 ([M+H]+) Starting materials: ClC1=CC=C(C=C1)C1=CC(=NN1C1=C(C=CC=C1)OC)C=1C(OC(C1)(C)C)(C)C (5-(4-Chlorophenyl)-1-(2-methoxyphenyl)-3-(2,2,5,5-tetramethyl-2,5-dihydrofuran-3-yl)-1H-pyrazole). Reagents/catalysts: O=[Pt]=O (PtO2), O=[Pt]=O (PtO2). Solvent: C(C)(=O)OCC (ethyl acetate). Reaction conditions: time 8 hour. Yields the product ClC1=CC=C(C=C1)C1=CC(=NN1C1=C(C=CC=C1)OC)C1C(OC(C1)(C)C)(C)C (5-(4-Chlorophenyl)-1-(2-methoxyphenyl)-3-(2,2,5,5-tetramethyltetrahydrofuran-3-yl)-1H-pyrazole). Yield: 42.6%. RXN SMILES: [Cl:1][C:2]1[CH:7]=[CH:6][C:5]([C:8]2[N:12]([C:13]3[CH:18]=[CH:17][CH:16]=[CH:15][C:14]=3[O:19][CH3:20])[N:11]=[C:10]([C:21]3[C:22]([CH3:29])([CH3:28])[O:23][C:24]([CH3:27])([CH3:26])[CH:25]=3)[CH:9]=2)=[CH:4][CH:3]=1>C(OCC)(=O)C.O=[Pt]=O>[Cl:1][C:2]1[CH:7]=[CH:6][C:5]([C:8]2[N:12]([C:13]3[CH:18]=[CH:17][CH:16]=[CH:15][C:14]=3[O:19][CH3:20])[N:11]=[C:10]([CH:21]3[CH2:25][C:24]([CH3:27])([CH3:26])[O:23][C:22]3([CH3:29])[CH3:28])[CH:9]=2)=[CH:4][CH:3]=1. Reported procedure: A solution of 5-(4-chlorophenyl)-1-(2-methoxyphenyl)-3-(2,2,5,5-tetramethyl-2,5-dihydrofuran-3-yl)-1H-pyrazole (162 mg, 0.4 mmol, 1 eq) (Example 67) and PtO2 (9 mg, 0.04 mmol, 0.1 eq) in ethyl acetate (10 mL) was put under a balloon of H2 and stirred overnight. Additional PtO2 (9 mg) was then added and the reaction stirred for 3 more days under a balloon of H2. The reaction was filtered through Celite, and concentrated. Purification by HPLC eluting with 30 to 100% acetonitrile/H2O gave the title... Reactants: [Br-], O=C1CCN(Cc2ccccc2)C1, CCOCC, C[Mg+], C1CCOC1, O. Product: CC1(O)CCN(Cc2ccccc2)C1. As a reaction SMILES: [Br-:1].[CH2:4]([c:5]1[cH:6][cH:7][cH:8][cH:9][cH:10]1)[N:11]1[CH2:12][C:13](=[O:16])[CH2:14][CH2:15]1.[CH3:18][CH2:19][O:20][CH2:21][CH3:22].[CH3:2][Mg+:3].[O:23]1[CH2:24][CH2:25][CH2:26][CH2:27]1.[OH2:17]>>[CH2:4]([c:5]1[cH:6][cH:7][cH:8][cH:9][cH:10]1)[N:11]1[CH2:12][C:13]([OH:16])([CH3:18])[CH2:14][CH2:15]1.